This data is from the Open Reaction Database (ORD), a public repository of structured organic reaction records. The task is: describe an organic reaction: reactants, conditions, products, and yield The reactants are FC(C1=CC=C(C=C1)NC(NC1CCN(CC1)C(=O)OC(C)(C)C)=O)(F)F (tert-butyl 4-(3-(4-(trifluoromethyl)phenyl)ureido)piperidine-1-carboxylate). The solvent is Cl (HCl). Yields the product N1CCC(CC1)NC(=O)NC1=CC=C(C=C1)C(F)(F)F (1-(piperidin-4-yl)-3-(4-(trifluoromethyl)phenyl)urea). RXN SMILES: [F:1][C:2]([F:27])([F:26])[C:3]1[CH:8]=[CH:7][C:6]([NH:9][C:10](=[O:25])[NH:11][CH:12]2[CH2:17][CH2:16][N:15](C(OC(C)(C)C)=O)[CH2:14][CH2:13]2)=[CH:5][CH:4]=1>Cl>[NH:15]1[CH2:16][CH2:17][CH:12]([NH:11][C:10]([NH:9][C:6]2[CH:7]=[CH:8][C:3]([C:2]([F:1])([F:26])[F:27])=[CH:4][CH:5]=2)=[O:25])[CH2:13][CH2:14]1. Procedure details: tert-butyl 4-(3-(4-(trifluoromethyl)phenyl)ureido)piperidine-1-carboxylate (1.6 g, 4.13 mmol) was dissolved in HCl solution (2 M, MeOH, 100 mL). The resulting solution was refluxed for 2 h. The solvent was removed under vacuo and the crude was basified to pH 12 by NaOH solution (6N). The final precipitates (0.9 g, 3.13 mmol, 78%) were filtered and dried under high vacuum. The final product (PTU/2) was served as a scaffold for the following urea inhibitors synthesis. 1H NMR (d6-DMSO, 300 Mhz): ∂ ... The reactants are BrC1=CC=C(S1)CCC1(NC(OC1)=O)C (4-[2-(5-bromothiophen-2-yl)]ethyl-4-methyloxazolidin-2-one), [O-]CC.[Na+] (sodium ethoxide), [OH-].[Na+] (sodium hydroxide), C1(=CC=CC=C1)CCCC#C (5-phenylpent-1-yne), [B]1OC2=CC=CC=C2O1 (catecholborane). The reagents and catalysts are Cl[Pd]([P](C1=CC=CC=C1)(C2=CC=CC=C2)C3=CC=CC=C3)([P](C4=CC=CC=C4)(C5=CC=CC=C5)C6=CC=CC=C6)Cl (bis(triphenylphosphine)palladium chloride). The solvent is C1(=CC=CC=C1)C (toluene). Run at temperature 60 celsius, time 3 hour. Yields the product CC1(NC(OC1)=O)CCC=1SC(=CC1)C=CCCCC1=CC=CC=C1 (4-Methyl-4-{2-[5-(5-phenylpent-1-enyl)thiophen-2-yl]}ethyloxazolidin-2-one). Isolated yield 61.8%. RXN SMILES: [C:1]1([CH2:7][CH2:8][CH2:9][C:10]#[CH:11])[CH:6]=[CH:5][CH:4]=[CH:3][CH:2]=1.[B]1OC2C(=CC=CC=2)O1.Br[C:22]1[S:26][C:25]([CH2:27][CH2:28][C:29]2([CH3:35])[CH2:33][O:32][C:31](=[O:34])[NH:30]2)=[CH:24][CH:23]=1.[O-]CC.[Na+].[OH-].[Na+]>Cl[Pd](Cl)([P](C1C=CC=CC=1)(C1C=CC=CC=1)C1C=CC=CC=1)[P](C1C=CC=CC=1)(C1C=CC=CC=1)C1C=CC=CC=1.C1(C)C=CC=CC=1>[CH3:35][C:29]1([CH2:28][CH2:27][C:25]2[S:26][C:22]([CH:11]=[CH:10][CH2:9][CH2:8][CH2:7][C:1]3[CH:6]=[CH:5][CH:4]=[CH:3][CH:2]=3)=[CH:23][CH:24]=2)[CH2:33][O:32][C:31](=[O:34])[NH:30]1 |f:3.4,5.6,^1:11,44,63|. Procedure details: To 5-phenylpent-1-yne (0.38 ml, 2.58 mmol) was added catecholborane (500 mg, 1.72 mmol) at room temperature, and the mixture was stirred at 60° C. for 3 hours. After the reaction solution was cooled down to room temperature, toluene (5.0 ml), 4-[2-(5-bromothiophen-2-yl)]ethyl-4-methyloxazolidin-2-one (500 mg, 1.72 mmol) obtained in Example 1 (f), bis(triphenylphosphine)palladium chloride (119 mg, 0.17 mmol), and sodium ethoxide (0.83 ml, 20% ethanol solution) were added thereto at room temperatu... The reactants are N(C1=CC=CC=C1)S(=O)(=O)CCCCCC(=O)OCC (Ethyl 6-(anilinosulfonyl)hexanoate), suspension, [H-].[Na+] (sodium hydride), oil, C(C1=CC=CC=C1)Br (benzylbromide), O (water). Run in COCCOC (1,2-dimethoxyethane), COCCOC (1,2-dimethoxyethane). Run at time 24 hour. Yields the product C(C1=CC=CC=C1)N(C1=CC=CC=C1)S(=O)(=O)CCCCCC(=O)OCC (Ethyl 6-[(benzylanilino)sulfonyl]hexanoate). Isolated yield 49.9%. RXN SMILES: [NH:1]([S:8]([CH2:11][CH2:12][CH2:13][CH2:14][CH2:15][C:16]([O:18][CH2:19][CH3:20])=[O:17])(=[O:10])=[O:9])[C:2]1[CH:7]=[CH:6][CH:5]=[CH:4][CH:3]=1.[H-].[Na+].[CH2:23](Br)[C:24]1[CH:29]=[CH:28][CH:27]=[CH:26][CH:25]=1.O>COCCOC>[CH2:23]([N:1]([S:8]([CH2:11][CH2:12][CH2:13][CH2:14][CH2:15][C:16]([O:18][CH2:19][CH3:20])=[O:17])(=[O:10])=[O:9])[C:2]1[CH:3]=[CH:4][CH:5]=[CH:6][CH:7]=1)[C:24]1[CH:29]=[CH:28][CH:27]=[CH:26][CH:25]=1 |f:1.2|. Reported procedure: To a cold solution (ice bath) of ethyl 6-(anilinosulfonyl)hexanoate (64b) (0.86 g, 2.88 mmol) in 1,2-dimethoxyethane (5 ml) a 60% suspension of sodium hydride in mineral oil (0.12 g, 3.0 mmol) and a solution of benzylbromide (0.49 g, 2.88 mmol) in 1,2-dimethoxyethane (3 ml) were added, and the resulting solution was stirred at ambient temperature for 24 hours. The reaction mixture was poured into water and the resulting mixture was extracted with ethyl acetate. The organic layer was washed succe... The reactants are [Na] (sodium), C[O-].[Na+] (sodium methylate), CSC1=NN=C(C(N1N)=O)C1=CC=CC=C1 (3-methylthio-4-amino-6-phenyl-1,2,4-triazine-5-one), CI (methyl iodide). Run in CO (methanol). Run at time 1 hour. The product is COC1=NN=C(C(N1N)=O)C1=CC=CC=C1 (3-methoxy-4-amino-6-phenyl-1,2,4-triazin-5one). Reaction SMILES: [Na].[CH3:2][O-:3].[Na+].CS[C:7]1[N:12]([NH2:13])[C:11](=[O:14])[C:10]([C:15]2[CH:20]=[CH:19][CH:18]=[CH:17][CH:16]=2)=[N:9][N:8]=1.CI>CO>[CH3:2][O:3][C:7]1[N:12]([NH2:13])[C:11](=[O:14])[C:10]([C:15]2[CH:20]=[CH:19][CH:18]=[CH:17][CH:16]=2)=[N:9][N:8]=1 |f:1.2,^1:0|. Procedure: 2.3 g sodium are added to 500 ml methanol whereby a sodium methylate solution is formed. 23.4g 3-methylthio-4-amino-6-phenyl-1,2,4-triazine-5-one (1a) and 6.5 ml methyl iodide are added. The mixture is boiled for 1 hour. When cooling down the mixture, a crystalline precipitate separates. The crystals are removed by suction and recrystallized from methanol and optionally once more from acetic acid ester. The 3-methoxy-4-amino-6-phenyl-1,2,4-triazin-5one (33") thus obtained has a melting point of ... Starting materials: C1(=CC=CC=C1)P(C1=CC=CC=C1)C1=CC=CC=C1 (triphenylphosphine), C(CCCC)N1C(NC(C=2N(C(=NC12)Cl)CC=C)=O)=O (3-Pentyl-8-chloro-7-(2-propen-1-yl)-3,7-dihydro-1H-purine-2,6-dione), N1N=CC(=C1)CCCO (3-(1H-pyrazol-4-yl)propan-1-ol), N(=NC(=O)OCC1=CC=CC=C1)C(=O)OCC1=CC=CC=C1 (Dibenzyl azodicarboxylate). Solvent: C1CCOC1 (THF), O (Water), C1CCOC1 (THF). Reaction conditions: time 18 hour. Yields the product ClC1=NC=2N(C(N(C(C2N1CC=C)=O)CCCC=1C=NNC1)=O)CCCCC (8-Chloro-3-pentyl-7-(2-propen-1-yl)-1-[3-(1H-pyrazol-4-yl)propyl]-3,7-dihydro-1H-purine-2,6-dione). The yield is 42.5%. Reaction SMILES: [CH2:1]([N:6]1[C:14]2[N:13]=[C:12]([Cl:15])[N:11]([CH2:16][CH:17]=[CH2:18])[C:10]=2[C:9](=[O:19])[NH:8][C:7]1=[O:20])[CH2:2][CH2:3][CH2:4][CH3:5].[NH:21]1[CH:25]=[C:24]([CH2:26][CH2:27][CH2:28]O)[CH:23]=[N:22]1.N(C(OCC1C=CC=CC=1)=O)=NC(OCC1C=CC=CC=1)=O.C1(P(C2C=CC=CC=2)C2C=CC=CC=2)C=CC=CC=1>C1COCC1.O>[Cl:15][C:12]1[N:11]([CH2:16][CH:17]=[CH2:18])[C:10]2[C:9](=[O:19])[N:8]([CH2:28][CH2:27][CH2:26][C:24]3[CH:25]=[N:21][NH:22][CH:23]=3)[C:7](=[O:20])[N:6]([CH2:1][CH2:2][CH2:3][CH2:4][CH3:5])[C:14]=2[N:13]=1. Procedure: 3-Pentyl-8-chloro-7-(2-propen-1-yl)-3,7-dihydro-1H-purine-2,6-dione (5 g, 16.86 mmol) and 3-(1H-pyrazol-4-yl)propan-1-ol (2.12 g, 16.8 mmol) were stirred in dry THF (150 ml) at 3° C. Dibenzyl azodicarboxylate (10.05 g, 33.7 mmol) was added followed by the dropwise addition of triphenylphosphine (8.83 g, 33.7 mmol) in dry THF (70 ml). The mixture was allowed to warm to it and stirred for 18 h. Water (1 ml) was added and the solvents evaporated. The residue was taken up in Et2O (200 ml) from which... The reactants are O=C([O-])[O-], COC(=O)c1ccccc1CBr, CC#N, CCCN(Cc1ccc(F)cc1F)C(=O)CCc1ccc(O)cc1, [K+], [K+]. Product: CCCN(Cc1ccc(F)cc1F)C(=O)CCc1ccc(OCc2ccccc2C(=O)OC)cc1. As a reaction SMILES: [C:37](=[O:38])([O-:39])[O-:40].[CH3:25][O:26][C:27]([c:28]1[c:29]([CH2:34][Br:35])[cH:30][cH:31][cH:32][cH:33]1)=[O:36].[CH3:43][C:44]#[N:45].[F:1][c:2]1[c:3]([CH2:4][N:5]([C:6]([CH2:7][CH2:8][c:9]2[cH:10][cH:11][c:12]([OH:15])[cH:13][cH:14]2)=[O:16])[CH2:17][CH2:18][CH3:19])[cH:20][cH:21][c:22]([F:24])[cH:23]1.[K+:41].[K+:42]>>[F:1][c:2]1[c:3]([CH2:4][N:5]([C:6]([CH2:7][CH2:8][c:9]2[cH:10][cH:11][c:12]([O:15][CH2:34][c:29]3[c:28]([C:27]([O:26][CH3:25])=[O:36])[cH:33][cH:32][cH:31][cH:30]3)[cH:13][cH:14]2)=[O:16])[CH2:17][CH2:18][CH3:19])[cH:20][cH:21][c:22]([F:24])[cH:23]1. Starting materials: BrC1C(C2=CC=CC=C2C1)=O (2-bromo-1-indanone), Cl.CN1C=NC(=C1)CC(=S)N ((1-methyl-4-imidazolyl)thioacetamide hydrochloride). The product is CN1C=NC(=C1)CC=1SC2=C(N1)C=1C=CC=CC1C2 (2-[(1-Methyl-4-imidazolyl)methyl]-8H-indeno[1,2-d]thiazole). Reaction SMILES: Br[CH:2]1[CH2:10][C:9]2[C:4](=[CH:5][CH:6]=[CH:7][CH:8]=2)[C:3]1=O.Cl.[CH3:13][N:14]1[CH:18]=[C:17]([CH2:19][C:20]([NH2:22])=[S:21])[N:16]=[CH:15]1>>[CH3:13][N:14]1[CH:18]=[C:17]([CH2:19][C:20]2[S:21][C:2]3[CH2:10][C:9]4[CH:8]=[CH:7][CH:6]=[CH:5][C:4]=4[C:3]=3[N:22]=2)[N:16]=[CH:15]1 |f:1.2|. Reported procedure: Starting compounds: 2-bromo-1-indanone, (1-methyl-4-imidazolyl)thioacetamide hydrochloride